Dataset: the Open Reaction Database (ORD), a public repository of structured organic reaction records. Task: describe an organic reaction: reactants, conditions, products, and yield Starting materials: product, ClCl (chlorine), C(C1=CC=CC=C1)OC(=O)CCOP(=O)(OCC)CN1C(C(C1SC)N=[N+]=[N-])=O (1-(benzyloxycarbonyldiethylphosphono)methyl-3-azido-4-(methylthio)-2-azetidinone). The solvent is C(Cl)Cl (methylene chloride), C(Cl)Cl (methylene chloride). Reaction conditions: time 10 minute. The product is C(C1=CC=CC=C1)OC(=O)CCOP(=O)(OCC)CN1C(C(C1Cl)N=[N+]=[N-])=O (1-(benzyloxycarbonyldiethylphosphono)methyl-3-azido-4-chloro-2-azetidinone). As a reaction SMILES: [CH2:1]([O:8][C:9]([CH2:11][CH2:12][O:13][P:14]([CH2:19][N:20]1[CH:23](SC)[CH:22]([N:26]=[N+:27]=[N-:28])[C:21]1=[O:29])([O:16][CH2:17][CH3:18])=[O:15])=[O:10])[C:2]1[CH:7]=[CH:6][CH:5]=[CH:4][CH:3]=1.[Cl:30]Cl>C(Cl)Cl>[CH2:1]([O:8][C:9]([CH2:11][CH2:12][O:13][P:14]([CH2:19][N:20]1[CH:23]([Cl:30])[CH:22]([N:26]=[N+:27]=[N-:28])[C:21]1=[O:29])([O:16][CH2:17][CH3:18])=[O:15])=[O:10])[C:2]1[CH:7]=[CH:6][CH:5]=[CH:4][CH:3]=1. Procedure details: The product of Step E can also be prepared by dissolving 1-(benzyloxycarbonyldiethylphosphono)methyl-3-azido-4-(methylthio)-2-azetidinone (0.44 g.) in methylene chloride (10 ml.) and treating with chlorine (0.110 g.) in methylene chloride (2.0 ml.). The mixture is allowed to stand for 10 minutes at room temperature. The solvent is removed under reduced pressure to afford the 1-(benzyloxycarbonyldiethylphosphono)methyl-3-azido-4-chloro-2-azetidinone as described in Step E. ##STR32## The reactants are OC(CNC(=O)C1=C(C(=C(C(=C1I)NC(C)=O)I)NC(C)=O)I)CO (N-(2,3-dihydroxypropyl)-3,5-bis(acetylamino)-2,4,6-triiodobenzenecarboxamide), FC(C(=O)[O-])(F)F.[Na+] (sodium trifluoroacetate), C(C)(=O)NC=1C(=C(C(=O)Cl)C(=C(C1I)NC(C)=O)I)I (3,5-bis(acetylamino)-2,4,6-triiodobenzoyl chloride), C([O-])(O)=O.[Na+] (sodium bicarbonate), IC1=C(C(=C(C=C1)C(=O)N)I)I (triiodobenzenecarboxamide). The reagents and catalysts are [Cu]I (copper(I) iodide). Solvent: CN(C(C)=O)C (N,N dimethylacetamide), CN(C=O)C (dimethyl formamide). Conditions: time 18 hour. Yields the product OC(CNC(=O)C1=C(C(=C(C(=C1C(F)(F)F)NC(C)=O)C(F)(F)F)NC(C)=O)C(F)(F)F)CO (N-(2,3-dihydroxypropyl)-3,5-bis(acetylamino)-2,4,6-tris(trifluoromethyl)benzenecarboxamide). Reaction SMILES: C(NC1C(I)=C(C(I)=C(NC(=O)C)C=1I)C(Cl)=O)(=O)C.C(=O)(O)[O-].[Na+].IC1C=CC(C(N)=O)=C(I)C=1I.[OH:38][CH:39]([CH2:61][OH:62])[CH2:40][NH:41][C:42]([C:44]1[C:49](I)=[C:48]([NH:51][C:52](=[O:54])[CH3:53])[C:47](I)=[C:46]([NH:56][C:57](=[O:59])[CH3:58])[C:45]=1I)=[O:43].[F:63][C:64]([F:69])([F:68])C([O-])=O.[Na+]>CN(C)C=O.CN(C)C(=O)C.[Cu]I>[OH:38][CH:39]([CH2:61][OH:62])[CH2:40][NH:41][C:42]([C:44]1[C:49]([C:64]([F:69])([F:68])[F:63])=[C:48]([NH:51][C:52](=[O:54])[CH3:53])[C:47]([C:64]([F:69])([F:68])[F:63])=[C:46]([NH:56][C:57](=[O:59])[CH3:58])[C:45]=1[C:64]([F:69])([F:68])[F:63])=[O:43] |f:1.2,5.6|. Reported procedure: A mixture of 3,5-bis(acetylamino)-2,4,6-triiodobenzoyl chloride (32 g, 50 mmol), N-(2,3-dihydroxypropyl)-3-aminomethyl-2,2,5,5-tetramethyl-1-pyrrolidinyloxy, free radical (12.3 g, 50 mmol) and sodium bicarbonate (4.2 g, 50 mmol) in 100 mL of dimethyl formamide is stirred for 18 hours at room temperature. The solvent is evaporated under reduced pressure. The residue is purified by C18 chromatography to give the spin labelled triiodobenzenecarboxamide. The chemical reaction is shown below: ##STR24... Reaction SMILES: [C:37]([BH3-:38])#[N:39].[CH3:41][C:42](=[O:43])[OH:44].[CH3:45][OH:46].[Na+:40].[O:30]=[C:31]1[CH2:32][CH2:33][CH2:34][CH2:35][CH2:36]1.[nH:1]1[c:2]([CH2:6][N:7]([CH2:8][c:9]2[n:10]([CH3:14])[cH:11][cH:12][n:13]2)[CH2:15][c:16]2[cH:17][cH:18][c:19]([CH2:20][N:21]([CH2:22][CH2:23][CH2:24][CH2:25][NH2:26])[CH3:27])[cH:28][cH:29]2)[n:3][cH:4][cH:5]1>>[n:1]1[c:2]([CH2:6][N:7]([CH2:8][c:9]2[n:10]([CH3:14])[cH:11][cH:12][n:13]2)[CH2:15][c:16]2[cH:17][cH:18][c:19]([CH2:20][N:21]([CH2:22][CH2:23][CH2:24][CH2:25][NH:26][CH:31]3[CH2:32][CH2:33][CH2:34][CH2:35][CH2:36]3)[CH3:27])[cH:28][cH:29]2)[nH:3][cH:4][cH:5]1. Reactants: [BH3-]C#N, CC(=O)O, CO, [Na+], O=C1CCCCC1, CN(CCCCN)Cc1ccc(CN(Cc2ncc[nH]2)Cc2nccn2C)cc1. Product: CN(CCCCNC1CCCCC1)Cc1ccc(CN(Cc2ncc[nH]2)Cc2nccn2C)cc1. The reactants are O=C([O-])[O-], CCn1c(C(=O)c2cc(C)cc(C#N)c2)c(C(C)C)c(=O)[nH]c1=O, CCOC(C)=O, [Cs+], [Cs+], CN(C)C=O, CC(C)(C)OP(=O)(OCCl)OC(C)(C)C, O=P(O)(O)O. The product is CCn1c(C(=O)c2cc(C)cc(C#N)c2)c(C(C)C)c(=O)n(COP(=O)(OC(C)(C)C)OC(C)(C)C)c1=O. RXN SMILES: [C:1](=[O:2])([O-:3])[O-:4].[CH2:7]([CH3:8])[n:9]1[c:10](=[O:30])[nH:11][c:12](=[O:29])[c:13]([CH:26]([CH3:27])[CH3:28])[c:14]1[C:15](=[O:16])[c:17]1[cH:18][c:19]([C:20]#[N:21])[cH:22][c:23]([CH3:25])[cH:24]1.[CH3:51][CH2:52][O:53][C:54](=[O:55])[CH3:56].[Cs+:5].[Cs+:6].[O:57]=[CH:58][N:59]([CH3:60])[CH3:61].[P:31](=[O:32])([O:33][C:34]([CH3:35])([CH3:36])[CH3:37])([O:38][C:39]([CH3:40])([CH3:41])[CH3:42])[O:43][CH2:44][Cl:45].[P:46](=[O:47])([OH:48])([OH:49])[OH:50]>>[CH2:7]([CH3:8])[n:9]1[c:10](=[O:30])[n:11]([CH2:44][O:43][P:31](=[O:32])([O:33][C:34]([CH3:35])([CH3:36])[CH3:37])[O:38][C:39]([CH3:40])([CH3:41])[CH3:42])[c:12](=[O:29])[c:13]([CH:26]([CH3:27])[CH3:28])[c:14]1[C:15](=[O:16])[c:17]1[cH:18][c:19]([C:20]#[N:21])[cH:22][c:23]([CH3:25])[cH:24]1. The reactants are C(C)OC(=O)C(C(=O)OCC)CC(=O)C1=CC=C(C=C1)[N+](=O)[O-] (ethyl 2-ethoxycarbonyl-4-(4-nitrophenyl)-4-oxobutyrate), S(O)(O)(=O)=O (sulphuric acid). Solvent: C(C)(=O)O.O (acetic acid water). Product: [N+](=O)([O-])C1=CC=C(C=C1)C(CCC(=O)O)=O (4-(4-nitrophenyl)-4-oxobutyric acid). Reaction SMILES: C([O:3][C:4]([CH:6]([CH2:12][C:13]([C:15]1[CH:20]=[CH:19][C:18]([N+:21]([O-:23])=[O:22])=[CH:17][CH:16]=1)=[O:14])C(OCC)=O)=[O:5])C.S(=O)(=O)(O)O>C(O)(=O)C.O>[N+:21]([C:18]1[CH:17]=[CH:16][C:15]([C:13](=[O:14])[CH2:12][CH2:6][C:4]([OH:5])=[O:3])=[CH:20][CH:19]=1)([O-:23])=[O:22] |f:2.3|. Procedure details: A solution of ethyl 2-ethoxycarbonyl-4-(4-nitrophenyl)-4-oxobutyrate (6.2 g, 19 mmol) and sulphuric acid (1.0 g) in acetic acid:water (4:1, 50 ml) was stirred at reflux for 4 hours, then concentrated in vacuo to small volume. Dilution with water (100 ml) gave a precipitate which was filtered and dried at 50° C. under vacuum. Purification by chromatography on silica gel eluting with methanol:methylene chloride (3:97) and filtration of the resulting solid from diethyl ether containing a small perc... Starting materials: ClC1=C(C(=CC=C1)Cl)C1=CC2=C(N=C(N=C2)NCCCN2CCN(CC2)C)N=C1N (6-(2,6-Dichlorophenyl)-N2 -[3-(4-methyl-piperazin-1-yl)-propyl]-pyrido[2,3-d]pyrimidine-2,7-diamine), C(C)N=C=O (ethyl isocyanate). The solvent is CO.CC#N (MeOH CH3CN). Yields the product ClC1=C(C(=CC=C1)Cl)C1=CC2=C(N=C(N=C2)NCCCN2CCN(CC2)C)N=C1NC(=O)NCC (1-{6-(2,6-dichlorophenyl)-2-[3-(4-methyl-piperazin-1-yl)-propylamino]-pyrido-[2,3-d]pyrimidin-7-yl}-3-ethyl-urea). Isolated yield 74.3%. As a reaction SMILES: [Cl:1][C:2]1[CH:7]=[CH:6][CH:5]=[C:4]([Cl:8])[C:3]=1[C:9]1[C:29]([NH2:30])=[N:28][C:12]2[N:13]=[C:14]([NH:17][CH2:18][CH2:19][CH2:20][N:21]3[CH2:26][CH2:25][N:24]([CH3:27])[CH2:23][CH2:22]3)[N:15]=[CH:16][C:11]=2[CH:10]=1.[CH2:31]([N:33]=[C:34]=[O:35])[CH3:32]>CO.CC#N>[Cl:1][C:2]1[CH:7]=[CH:6][CH:5]=[C:4]([Cl:8])[C:3]=1[C:9]1[C:29]([NH:30][C:34]([NH:33][CH2:31][CH3:32])=[O:35])=[N:28][C:12]2[N:13]=[C:14]([NH:17][CH2:18][CH2:19][CH2:20][N:21]3[CH2:26][CH2:25][N:24]([CH3:27])[CH2:23][CH2:22]3)[N:15]=[CH:16][C:11]=2[CH:10]=1 |f:2.3|. Procedure: 6-(2,6-Dichlorophenyl)-N2 -[3-(4-methyl-piperazin-1-yl)-propyl]-pyrido[2,3-d]pyrimidine-2,7-diamine (1.0 g) from Example 36 was reacted with 0.159 g of ethyl isocyanate according to the general procedure of Example 37 to give 0.86 g of 1-{6-(2,6-dichlorophenyl)-2-[3-(4-methyl-piperazin-1-yl)-propylamino]-pyrido-[2,3-d]pyrimidin-7-yl}-3-ethyl-urea, MS (ES+20/80 MeOH/CH3CN+0.1% AcOH): M+ +H=517; mp 82°-90° C.